This data is from the Open Reaction Database (ORD), a public repository of structured organic reaction records. The task is: describe an organic reaction: reactants, conditions, products, and yield Reactants: [Al+3], CCOC(=O)c1cccc(C(C)(C)C)n1, C1CCOC1, [H-], [H-], [H-], [H-], [Li+], [Na+], [OH-], O. Product: CC(C)(C)c1cccc(CO)n1. As a reaction SMILES: [Al+3:17].[C:1]([CH3:2])([CH3:3])([CH3:4])[c:5]1[cH:6][cH:7][cH:8][c:9]([C:11](=[O:12])[O:13][CH2:14][CH3:15])[n:10]1.[CH2:25]1[O:26][CH2:27][CH2:28][CH2:29]1.[H-:16].[H-:19].[H-:20].[H-:21].[Li+:18].[Na+:24].[OH-:23].[OH2:22]>>[C:1]([CH3:2])([CH3:3])([CH3:4])[c:5]1[cH:6][cH:7][cH:8][c:9]([CH2:11][OH:12])[n:10]1. Starting materials: O=C(CC#N)C1=CC=CC=C1 (3-oxo-3-phenylpropanenitrile), C(CO)O (ethylene glycol). Reagents/catalysts: CC=1C=CC(=CC1)S(=O)(=O)O (PTSA). The solvent is C1(=CC=CC=C1)C (toluene). Conditions: temperature 150 celsius. Yields the product C1(=CC=CC=C1)C1(OCCO1)CC#N ((2-Phenyl-1,3-dioxolan-2-yl)acetonitrile). Isolated yield 76.6%. Reaction SMILES: [O:1]=[C:2]([C:6]1[CH:11]=[CH:10][CH:9]=[CH:8][CH:7]=1)[CH2:3][C:4]#[N:5].[CH2:12](O)[CH2:13][OH:14]>C1(C)C=CC=CC=1.CC1C=CC(S(O)(=O)=O)=CC=1>[C:6]1([C:2]2([CH2:3][C:4]#[N:5])[O:14][CH2:13][CH2:12][O:1]2)[CH:11]=[CH:10][CH:9]=[CH:8][CH:7]=1. Procedure: To a solution of 3-oxo-3-phenylpropanenitrile (10 g, 69 mmol) and PTSA (27 mg, 1.37 mmol) in toluene (120 mL) is added ethylene glycol (120 mL, 2057 mmol). The azeotropic mixture is heated at 150° C. for 14 h. The solvent is evaporated under reduced pressure and the residue is washed with 10% aqueous NaOH solution. The aqueous layer is extracted with diethyl ether (2×100 mL) and the combined organic layers are dried (Na2SO4) and evaporated to provide the crude compound. The crude material is pur... Conditions: time 4 hour. Procedure: A 15 mL round bottom flask was charged with 3-{2-cyclopentylcarbamoyloxymethyl-4-[2-(2-phenyloxazol-4-yl)ethoxy]phenyl}propionic acid tert-butyl ester (0.097 g, 0.18 mmol), CH2Cl2 (1.2 mL), and then trifluoroacetic acid (1.2 mL). The solution was stirred at ambient temperature under a nitrogen atmosphere for 4 h and was concentrated. The residue was purified using radial chromatography (MeOH:CH2Cl2 2:98 to 10:90) to give a white solid (0.085 g, 93%). 1H NMR (400 MHz, CDCl3) δ 1.37 (br s, 2H), 1.... Product: C1(CCCC1)NC(=O)OCC1=C(C=CC(=C1)OCCC=1N=C(OC1)C1=CC=CC=C1)CCC(=O)O (3-{2-Cyclopentylcarbamoyloxymethyl-4-[2-(2-phenyloxazol-4-yl)ethoxy]phenyl}-propionic acid). Reactants: C(C)(C)(C)OC(CCC1=C(C=C(C=C1)OCCC=1N=C(OC1)C1=CC=CC=C1)COC(NC1CCCC1)=O)=O (3-{2-cyclopentylcarbamoyloxymethyl-4-[2-(2-phenyloxazol-4-yl)ethoxy]phenyl}propionic acid tert-butyl ester), FC(C(=O)O)(F)F (trifluoroacetic acid). The solvent is C(Cl)Cl (CH2Cl2). RXN SMILES: C([O:5][C:6](=[O:39])[CH2:7][CH2:8][C:9]1[CH:14]=[CH:13][C:12]([O:15][CH2:16][CH2:17][C:18]2[N:19]=[C:20]([C:23]3[CH:28]=[CH:27][CH:26]=[CH:25][CH:24]=3)[O:21][CH:22]=2)=[CH:11][C:10]=1[CH2:29][O:30][C:31](=[O:38])[NH:32][CH:33]1[CH2:37][CH2:36][CH2:35][CH2:34]1)(C)(C)C.FC(F)(F)C(O)=O>C(Cl)Cl>[CH:33]1([NH:32][C:31]([O:30][CH2:29][C:10]2[CH:11]=[C:12]([O:15][CH2:16][CH2:17][C:18]3[N:19]=[C:20]([C:23]4[CH:24]=[CH:25][CH:26]=[CH:27][CH:28]=4)[O:21][CH:22]=3)[CH:13]=[CH:14][C:9]=2[CH2:8][CH2:7][C:6]([OH:39])=[O:5])=[O:38])[CH2:37][CH2:36][CH2:35][CH2:34]1. Isolated yield 98.7%. Reactants: O=C(n1ccnc1)n1ccnc1, CN(C)C=O, CC1(C)Cc2cc(Cl)cc(C(=O)O)c2NC1c1cccc(N)c1, O=C(O)c1cnccn1. The product is CC1(C)Cc2cc(Cl)cc(C(=O)O)c2NC1c1cccc(NC(=O)c2cnccn2)c1. As a reaction SMILES: [C:10]([n:11]1[cH:12][cH:13][n:14][cH:15]1)([n:16]1[cH:17][cH:18][n:19][cH:20]1)=[O:21].[CH3:45][N:46]([CH3:47])[CH:48]=[O:49].[NH2:22][c:23]1[cH:24][c:25]([CH:29]2[NH:30][c:31]3[c:32]([C:42](=[O:43])[OH:44])[cH:33][c:34]([Cl:41])[cH:35][c:36]3[CH2:37][C:38]2([CH3:39])[CH3:40])[cH:26][cH:27][cH:28]1.[n:1]1[c:2]([C:7](=[O:8])[OH:9])[cH:3][n:4][cH:5][cH:6]1>>[n:1]1[c:2]([C:7](=[O:9])[NH:22][c:23]2[cH:24][c:25]([CH:29]3[NH:30][c:31]4[c:32]([C:42](=[O:43])[OH:44])[cH:33][c:34]([Cl:41])[cH:35][c:36]4[CH2:37][C:38]3([CH3:39])[CH3:40])[cH:26][cH:27][cH:28]2)[cH:3][n:4][cH:5][cH:6]1. Reactants: CCO, Fc1cc(I)c(NCCOC2CCCCO2)cn1, Cc1ccc(S(=O)(=O)[O-])cc1, c1cc[nH+]cc1. The product is OCCNc1cnc(F)cc1I. As a reaction SMILES: [CH3:36][CH2:37][OH:38].[F:1][c:2]1[cH:3][c:4]([I:18])[c:5]([NH:8][CH2:9][CH2:10][O:11][CH:12]2[CH2:13][CH2:14][CH2:15][CH2:16][O:17]2)[cH:6][n:7]1.[c:19]1([CH3:20])[cH:21][cH:22][c:23]([S:24]([O-:25])(=[O:26])=[O:27])[cH:28][cH:29]1.[nH+:30]1[cH:31][cH:32][cH:33][cH:34][cH:35]1>>[F:1][c:2]1[cH:3][c:4]([I:18])[c:5]([NH:8][CH2:9][CH2:10][OH:11])[cH:6][n:7]1. Reactants: FC=1C=C2C(C(NC2=CC1)=O)=O (5-fluoroisatin), Cl (HCl), O1CCN(CC1)CC1=CC=C(C=C1)C(C)=O (1-[4-(morpholinomethyl)phenyl]ethanone), [OH-].[K+] (potassium hydroxide). The solvent is C(C)O (ethanol), O (water), O (water). Run at temperature 125 celsius. Product: FC=1C=C2C(=CC(=NC2=CC1)C1=CC=C(C=C1)CN1CCOCC1)C(=O)O (6-fluoro-2-[4-(morpholinomethyl)phenyl]quinoline-4-carboxylic acid). The yield is 75.1%. Reaction SMILES: [F:1][C:2]1[CH:3]=[C:4]2[C:8](=[CH:9][CH:10]=1)[NH:7][C:6](=[O:11])[C:5]2=O.[O:13]1[CH2:18][CH2:17][N:16]([CH2:19][C:20]2[CH:25]=[CH:24][C:23]([C:26](=O)[CH3:27])=[CH:22][CH:21]=2)[CH2:15][CH2:14]1.[OH-:29].[K+].Cl>C(O)C.O>[F:1][C:2]1[CH:3]=[C:4]2[C:8](=[CH:9][CH:10]=1)[N:7]=[C:26]([C:23]1[CH:22]=[CH:21][C:20]([CH2:19][N:16]3[CH2:17][CH2:18][O:13][CH2:14][CH2:15]3)=[CH:25][CH:24]=1)[CH:27]=[C:5]2[C:6]([OH:11])=[O:29] |f:2.3|. Procedure details: In a 20 ml microwave vial, 5-fluoroisatin (650 mg, 4 mmol) was suspended in ethanol (7 ml), then, 1-[4-(morpholinomethyl)phenyl]ethanone (preparation 6) (863 mg, 4 mmol) was added followed by water (7 ml). To this suspension potassium hydroxide (2.21 g, 39 mmol) was added at room temperature. The microwave vial was sealed and the reaction mixture was heated at 125° C. for 20 min under microwave irradiation. The resulting solution was diluted with water (50 ml) and adjusted to pH 7-8 with 10% HCl... Starting materials: ClC1=C(C=CC2=C1C(N(CC=1N2C=NC1C1=NOC(=N1)CCl)C)=O)F (7-chloro-3-(5-chloromethyl-1,2,4-oxadiazol-3-yl)-8-fluoro-5-methyl-5,6-dihydro-4H-imidazo[1,5-a][1,4]benzodiazepin-6-one), C(CC)NCCC (dipropylamine). Solvent: CN(C=O)C (N,N-dimethylformamide). Run at time 16 hour. Yields the product ClC1=C(C=CC2=C1C(N(CC=1N2C=NC1C1=NOC(=N1)CN1CCCCC1)C)=O)F (7-chloro-8-fluoro-5-methyl-3-(5-piperidin-1-ylmethyl-1,2,4-oxadiazol-3-yl)-5,6-dihydro-4H-imidazo[1,5-a][1,4]benzodiazepin-6-one). Isolated yield 94.9%. RXN SMILES: [Cl:1][C:2]1[C:7]2[C:8](=[O:24])[N:9]([CH3:23])[CH2:10][C:11]3[N:12]([CH:13]=[N:14][C:15]=3[C:16]3[N:20]=[C:19]([CH2:21]Cl)[O:18][N:17]=3)[C:6]=2[CH:5]=[CH:4][C:3]=1[F:25].[CH2:26]([NH:29][CH2:30][CH2:31][CH3:32])[CH2:27]C>CN(C)C=O>[Cl:1][C:2]1[C:7]2[C:8](=[O:24])[N:9]([CH3:23])[CH2:10][C:11]3[N:12]([CH:13]=[N:14][C:15]=3[C:16]3[N:20]=[C:19]([CH2:21][N:29]4[CH2:26][CH2:27][CH2:32][CH2:31][CH2:30]4)[O:18][N:17]=3)[C:6]=2[CH:5]=[CH:4][C:3]=1[F:25]. Procedure: A suspension of 1.30 g (3.4 mmol) of 7-chloro-3-(5-chloromethyl-1,2,4-oxadiazol-3-yl)-8-fluoro-5-methyl-5,6-dihydro-4H-imidazo[1,5-a][1,4]benzodiazepin-6-one in 13 ml of N,N-dimethylformamide was treated with 1.44 g (0.017 mol) of dipropylamine. After stirring at room temperature for 16 hrs. the solution obtained was completely freed from the solvents. The residue was chromatographed over silica gel with methylene chloride/methanol 39:1 as the eluent. The product was recrystallized from ether/n-... The reactants are C(C)O (ethanol), C(#N)C1CCCC=2C(=CC=CC12)C(=O)OCC (ethyl 1-cyano-1,2,3,4-tetrahydro-5-naphthoate), [OH-].[Na+] (sodium hydroxide). The solvent is O (water). Reaction conditions: temperature 50 celsius. Product: C(#N)C1CCCC=2C(=CC=CC12)C(=O)O (1-cyano-1,2,3,4-tetrahydro-5-naphthoic acid). As a reaction SMILES: C(O)C.[C:4]([CH:6]1[C:15]2[CH:14]=[CH:13][CH:12]=[C:11]([C:16]([O:18]CC)=[O:17])[C:10]=2[CH2:9][CH2:8][CH2:7]1)#[N:5].[OH-].[Na+]>O>[C:4]([CH:6]1[C:15]2[CH:14]=[CH:13][CH:12]=[C:11]([C:16]([OH:18])=[O:17])[C:10]=2[CH2:9][CH2:8][CH2:7]1)#[N:5] |f:2.3|. Procedure: In 90 ml. of ethanol is dissolved 9.6 g. of ethyl 1-cyano-1,2,3,4-tetrahydro-5-naphthoate and a solution of 2.5 g. of sodium hydroxide in 90 ml. of water is added. The mixture is stirred under heating at 50° C for 3 hours, after which the ethanol is distilled off. Then, following the addition of 2N hydrochloric acid, the residue is extracted with chloroform. The organic layer is washed with water and dried over anhydrous magnesium sulfate. The solvent is distilled off under reduced pressure and ... Starting materials: Cl.C1(=CC=CC=C1)NN (phenylhydrazine hydrochloride), O=C(CCC(=O)O)CC (4-oxohexanoic acid). Yields the product C(C)C=1NC2=CC=CC=C2C1CC(=O)O (2-(2-ethyl-1H-indol-3-yl)acetic acid). The yield is 10.0%. RXN SMILES: Cl.[C:2]1([NH:8]N)[CH:7]=[CH:6][CH:5]=[CH:4][CH:3]=1.O=[C:11]([CH2:17][CH3:18])[CH2:12][CH2:13][C:14]([OH:16])=[O:15]>>[CH2:17]([C:11]1[NH:8][C:2]2[C:7]([C:12]=1[CH2:13][C:14]([OH:16])=[O:15])=[CH:6][CH:5]=[CH:4][CH:3]=2)[CH3:18] |f:0.1|. Reported procedure: Reaction was conducted in the same manner as Reference Example 86, except that phenylhydrazine hydrochloride was used instead of 3-tolylhydrazine hydrochloride and 4-oxohexanoic acid was used instead of levulinic acid, to obtain the title compound (10% yield).